From a dataset of the Open Reaction Database (ORD), a public repository of structured organic reaction records. describe an organic reaction: reactants, conditions, products, and yield Reactants: C1CCOC1, [Li]CCCC, COC(=O)C(C)(C)Cc1ccccc1, COP(C)(=O)OC, [Cl-], [NH4+]. Product: COP(=O)(CC(=O)C(C)(C)Cc1ccccc1)OC. RXN SMILES: [CH2:29]1[O:30][CH2:31][CH2:32][CH2:33]1.[CH2:8]([Li:9])[CH2:10][CH2:11][CH3:12].[CH3:13][C:14]([C:15](=[O:16])[O:17][CH3:18])([CH2:19][c:20]1[cH:21][cH:22][cH:23][cH:24][cH:25]1)[CH3:26].[CH3:1][P:2]([O:3][CH3:4])([O:5][CH3:6])=[O:7].[Cl-:27].[NH4+:28]>>[CH2:1]([P:2]([O:3][CH3:4])([O:5][CH3:6])=[O:7])[C:15]([C:14]([CH3:13])([CH2:19][c:20]1[cH:21][cH:22][cH:23][cH:24][cH:25]1)[CH3:26])=[O:16].